This data is from the Open Reaction Database (ORD), a public repository of structured organic reaction records. The task is: describe an organic reaction: reactants, conditions, products, and yield Starting materials: CC1=NC(=C(C=2N1N=C(N2)\C=C\C2=NC(=NN2C)N2CCCC2)C)C ((E)-5,7,8-Trimethyl-2-(2-(1-methyl-3-(pyrrolidin-1-yl)-1H-1,2,4-triazol-5-yl)vinyl)-[1,2,4]triazolo[1,5-c]pyrimidine). Reagents/catalysts: [Pd] (Pd/C). The solvent is C(C)O (ethanol). The product is CC1=NC(=C(C=2N1N=C(N2)CCC2=NC(=NN2C)N2CCCC2)C)C (5,7,8-Trimethyl-2-(2-(1-methyl-3-(pyrrolidin-1-yl)-1H-1,2,4-triazol-5-yl)ethyl)-[1,2,4]triazolo[1,5-c]pyrimidine). The yield is 62.1%. Reaction SMILES: [CH3:1][C:2]1[N:7]2[N:8]=[C:9](/[CH:11]=[CH:12]/[C:13]3[N:17]([CH3:18])[N:16]=[C:15]([N:19]4[CH2:23][CH2:22][CH2:21][CH2:20]4)[N:14]=3)[N:10]=[C:6]2[C:5]([CH3:24])=[C:4]([CH3:25])[N:3]=1>C(O)C.[Pd]>[CH3:1][C:2]1[N:7]2[N:8]=[C:9]([CH2:11][CH2:12][C:13]3[N:17]([CH3:18])[N:16]=[C:15]([N:19]4[CH2:23][CH2:22][CH2:21][CH2:20]4)[N:14]=3)[N:10]=[C:6]2[C:5]([CH3:24])=[C:4]([CH3:25])[N:3]=1. Procedure: (E)-5,7,8-Trimethyl-2-(2-(1-methyl-3-(pyrrolidin-1-yl)-1H-1,2,4-triazol-5-yl)vinyl)-[1,2,4]triazolo[1,5-c]pyrimidine (32 mg) and Pd/C (10 mg) were stirred in ethanol (0.4 ml) under hydrogen for 1 h. The mixture was filtered and concentrated to give the product (20 mg, 62.5%) as a white waxy solid. MS: m/z=341.4 (M+H+) RXN SMILES: [CH2:1]([O:3][C:4]([C:6]1[C:7]([OH:22])=[C:8]2[C:15]([C:16]3[CH:21]=[CH:20][CH:19]=[CH:18][CH:17]=3)=[N:14][O:13][C:9]2=[C:10](Br)[N:11]=1)=[O:5])[CH3:2].CCCC[Sn]([C:36]1[CH:41]=[CH:40][CH:39]=[N:38][CH:37]=1)(CCCC)CCCC>>[CH2:1]([O:3][C:4]([C:6]1[C:7]([OH:22])=[C:8]2[C:15]([C:16]3[CH:21]=[CH:20][CH:19]=[CH:18][CH:17]=3)=[N:14][O:13][C:9]2=[C:10]([C:36]2[CH:37]=[N:38][CH:39]=[CH:40][CH:41]=2)[N:11]=1)=[O:5])[CH3:2]. Procedure: Prepared in analogy to Example 12 from 7-Bromo-4-hydroxy-3-phenyl-isoxazolo[5,4-c]pyridine-5-carboxylic acid ethyl ester and 3-(1,1,1-tributylstannyl)pyridine; ESI MS (m/z): 362.23 (M+H+); 360.13 (M−H+). Yields the product C(C)OC(=O)C=1C(=C2C(=C(N1)C=1C=NC=CC1)ON=C2C2=CC=CC=C2)O (4-Hydroxy-3-phenyl-7-pyridin-3-yl-isoxazolo[5,4-c]pyridine-5-carboxylic acid ethyl ester). Starting materials: C(C)OC(=O)C=1C(=C2C(=C(N1)Br)ON=C2C2=CC=CC=C2)O (7-Bromo-4-hydroxy-3-phenyl-isoxazolo[5,4-c]pyridine-5-carboxylic acid ethyl ester), CCCC[Sn](CCCC)(CCCC)C1=CN=CC=C1 (3-(1,1,1-tributylstannyl)pyridine). The reactants are CN(C)C=NS(=O)(=O)CC(CO)(CC)CC (3-(N,N-dimethylaminomethyl-ene)aminosulfonyl -2,2-diethyl-1-propanol), [H-].[Na+] (sodium hydride), Cl (hydrochloric acid), ClC=1C(=CC=2N(N1)C=CN2)C (6-chloro-7-methylimidazo [1,2-b]pyridazine). Solvent: O1CCCC1 (tetrahydrofuran). Conditions: time 1 hour. Product: C(C)C(COC=1C(=CC=2N(N1)C=CN2)C)(CS(N)(=O)=O)CC (6-(2,2-diethyl-3-sulfamoyl-1-propoxy)-7-methylimidazo[1,2-b]pyridazine). The yield is 82.6%. Reaction SMILES: CN(C=[N:5][S:6]([CH2:9][C:10]([CH2:15][CH3:16])([CH2:13][CH3:14])[CH2:11][OH:12])(=[O:8])=[O:7])C.[H-].[Na+].Cl[C:20]1[C:21]([CH3:29])=[CH:22][C:23]2[N:24]([CH:26]=[CH:27][N:28]=2)[N:25]=1.Cl>O1CCCC1>[CH2:15]([C:10]([CH2:13][CH3:14])([CH2:9][S:6](=[O:7])(=[O:8])[NH2:5])[CH2:11][O:12][C:20]1[C:21]([CH3:29])=[CH:22][C:23]2[N:24]([CH:26]=[CH:27][N:28]=2)[N:25]=1)[CH3:16] |f:1.2|. Procedure details: To a solution of 1.38 g of 3-(N,N-dimethylaminomethyl-ene)aminosulfonyl -2,2-diethyl-1-propanol in 30 ml of tetrahydrofuran, 0.23 g of 60% oily sodium hydride was added, followed by stirring at room temperature for 1 hour. To the reaction mixture, 0.74 g of 6-chloro-7-methylimidazo [1,2-b]pyridazine was added, followed by refluxing under heating conditions for 1 hour. After cooling, the reaction mixture was neutralizedwith 1 N hydrochloric acid and extracted with ethyl acetate-tetrahydrofuran(1:... The reactants are CC(=O)O, CCOC(C)=O, [H][H], [OH-], [OH-], [Pd+2], O=Cc1ccc2c(c1)Cc1ccccc1-2. Yields the product Cc1ccc2c(c1)Cc1ccccc1-2. Reaction SMILES: [CH3:16][C:17](=[O:18])[OH:19].[CH3:22][CH2:23][O:24][C:25](=[O:26])[CH3:27].[H:20][H:21].[OH-:28].[OH-:30].[Pd+2:29].[cH:1]1[c:2]([CH:14]=[O:15])[cH:3][cH:4][c:5]2[c:13]1[CH2:12][c:11]1[c:6]-2[cH:7][cH:8][cH:9][cH:10]1>>[cH:1]1[c:2]([CH3:14])[cH:3][cH:4][c:5]2[c:13]1[CH2:12][c:11]1[c:6]-2[cH:7][cH:8][cH:9][cH:10]1. The reactants are compound A, C(C)OC(C(CC(=O)C=1C=C2C3=C(N(C2=CC1)C)N(C(C(=C3)C3=C(C=C(C=C3)Cl)Cl)=O)C)=O)=O (4-[3-(2,4-dichlorophenyl)-1,9-dimethyl-2-oxo-2,9-dihydro-1H-pyrido[2,3-b]indol-6-yl]-2,4-dioxobutyric acid ethyl ester), C(C(=O)O)(=O)O.C(C)NN (ethylhydrazine oxalate). Run in C(C)O (ethanol). The product is C(C)OC(=O)C1=NN(C(=C1)C=1C=C2C3=C(N(C2=CC1)C)N(C(C(=C3)C3=C(C=C(C=C3)Cl)Cl)=O)C)CC (5-[3-(2,4-Dichlorophenyl)-1,9-dimethyl-2-oxo-2,9-dihydro-1H-pyrido[2,3-b]indol-6-yl]-1-ethyl-1H-pyrazole-3-carboxylic acid ethyl ester). As a reaction SMILES: [CH2:1]([O:3][C:4](=[O:34])[C:5](=O)[CH2:6][C:7]([C:9]1[CH:10]=[C:11]2[C:15](=[CH:16][CH:17]=1)[N:14]([CH3:18])[C:13]1[N:19]([CH3:32])[C:20](=[O:31])[C:21]([C:23]3[CH:28]=[CH:27][C:26]([Cl:29])=[CH:25][C:24]=3[Cl:30])=[CH:22][C:12]2=1)=O)[CH3:2].C(O)(=O)C(O)=O.[CH2:41]([NH:43][NH2:44])[CH3:42]>C(O)C>[CH2:1]([O:3][C:4]([C:5]1[CH:6]=[C:7]([C:9]2[CH:10]=[C:11]3[C:15](=[CH:16][CH:17]=2)[N:14]([CH3:18])[C:13]2[N:19]([CH3:32])[C:20](=[O:31])[C:21]([C:23]4[CH:28]=[CH:27][C:26]([Cl:29])=[CH:25][C:24]=4[Cl:30])=[CH:22][C:12]3=2)[N:43]([CH2:41][CH3:42])[N:44]=1)=[O:34])[CH3:2] |f:1.2|. Reported procedure: 930 mg (1.85 mmol) of compound A 4-[3-(2,4-dichlorophenyl)-1,9-dimethyl-2-oxo-2,9-dihydro-1H-pyrido[2,3-b]indol-6-yl]-2,4-dioxobutyric acid ethyl ester are dissolved in 20 ml of absolute ethanol. 583 mg (5.56 mmol) of ethylhydrazine oxalate are added and the mixture is refluxed overnight. The reaction medium is evaporated to dryness and the residue is triturated in a saturated K2CO3 solution. The product is filtered and washed with water. Purification is carried out on a silica column, elution b... RXN SMILES: [O:1]=[C:2]1[C:10]2[C:5](=[CH:6][CH:7]=[CH:8][CH:9]=2)[C:4](=[O:11])[N:3]1[C@H:12]1[CH2:18][C:17]2[CH:19]=[CH:20][CH:21]=[CH:22][C:16]=2[CH:15]2[CH2:23][CH2:24][CH:25]=[CH:26][N:14]2[C:13]1=[O:27].S(=O)(=O)(O)O.[CH:33]([OH:35])=[O:34].[C]=O>>[O:1]=[C:2]1[C:10]2[C:5](=[CH:6][CH:7]=[CH:8][CH:9]=2)[C:4](=[O:11])[N:3]1[CH:12]1[CH2:18][C:17]2[CH:19]=[CH:20][CH:21]=[CH:22][C:16]=2[CH:15]2[CH2:23][CH2:24][CH2:25][C@@H:26]([C:33]([OH:35])=[O:34])[N:14]2[C:13]1=[O:27] |^3:35|. The solvent is ice water. The reactants are O=C1N(C(C2=CC=CC=C12)=O)[C@@H]1C(N2C(C3=C(C1)C=CC=C3)CCC=C2)=O ((S)-7-[(1,3-dihydro-1,3-dioxo-2H-isoindol-2-yl)]-1,2,6,7,8,12b-hexahydro-6-oxopyrido[2,1-a][2]benzazepine), [C]=O (carbon monoxide), [C]=O (carbon monoxide), S(O)(O)(=O)=O (sulfuric acid), C(=O)O (formic acid). Run at time 16 hour. Product: O=C1N(C(C2=CC=CC=C12)=O)C1C(N2C(C3=C(C1)C=CC=C3)CCC[C@H]2C(=O)O)=O ((S)-7-[(1,3-Dihydro-1,3-dioxo-2H-isoindol-2-yl)]-1,2,3,4,6,7,8,12b-octahydro-6-oxopyrido[2,1-a][2]benzazepine-4-carboxylic acid). Procedure details: Combine (S)-7-[(1,3-dihydro-1,3-dioxo-2H-isoindol-2-yl)]-1,2,6,7,8,12b-hexahydro-6-oxopyrido[2,1-a][2]benzazepine (800 mg, 2.2 mmol) and sulfuric acid (24 mL) in a pressure vessel. Carefully, add formic acid (4.0 mL, 87 mmol) to minimize mixing and thereby the formation of carbon monoxide. Seal the pressure vessel and add carbon monoxide to 300 psi before stirring. (Caution, upon mixing a sharp rise in pressure will occur.) After 16 hours, vent the vessel and add the reaction mixture to an ice/w... The reactants are C(C)OC1(CC1)O[Si](C)(C)C ((1-ethoxycyclopropoxy)trimethylsilane), N1CCCCC1 (piperidine), C[Si](C)(C)C#N (trimethylsilylcyanide). Yields the product N1(CCCCC1)C1(CC1)C#N (1-(piperidin-1-yl)cyclopropanecarbonitrile). Isolated yield 52.0%. Reaction SMILES: C(O[C:4]1(O[Si](C)(C)C)[CH2:6][CH2:5]1)C.[NH:12]1[CH2:17][CH2:16][CH2:15][CH2:14][CH2:13]1.C[Si]([C:22]#[N:23])(C)C>>[N:12]1([C:4]2([C:22]#[N:23])[CH2:5][CH2:6]2)[CH2:17][CH2:16][CH2:15][CH2:14][CH2:13]1. Procedure details: The reaction of (1-ethoxycyclopropoxy)trimethylsilane 13 and piperidine 14A with trimethylsilylcyanide yielded 1-(piperidin-1-yl)cyclopropanecarbonitrile as a yellow liquid (52%). MS ISP (m/e): 151.1 (68) [(M+H)]+, 149.2 (100).